Dataset: the Open Reaction Database (ORD), a public repository of structured organic reaction records. Task: describe an organic reaction: reactants, conditions, products, and yield Reactants: NC1=C(C=CC=C1)S (o-Aminothiophenol), C(C1=CN=CC=C1)(=O)O (nicotinic acid). The solvent is C(Cl)(Cl)Cl (chloroform), polyphosphoric acid ethyl ester. Product: N1=CC(=CC=C1)C=1SC2=C(N1)C=CC=C2 (2-(3-Pyridinyl)benzothiazole). As a reaction SMILES: [NH2:1][C:2]1[CH:7]=[CH:6][CH:5]=[CH:4][C:3]=1[SH:8].[C:9](O)(=O)[C:10]1[CH:15]=[CH:14][CH:13]=[N:12][CH:11]=1>C(Cl)(Cl)Cl>[N:12]1[CH:13]=[CH:14][CH:15]=[C:10]([C:9]2[S:8][C:3]3[CH:4]=[CH:5][CH:6]=[CH:7][C:2]=3[N:1]=2)[CH:11]=1. Procedure: o-Aminothiophenol 36.9 g (0.30 mole) and nicotinic acid 55.5 g (0.45 mole) are dissolved in 600 cc of chloroform and 360 g of polyphosphoric acid ethyl ester (PPE). The resulting solution is heated at reflux for 1 hour. It is then concentrated to dryness. The residue is poured onto 1500 cc of ice-water, and the resulting mixture is brought to pH 10 with 50% NaOH solution. The aqueous mixture is extracted with CHCl3, and the extracts dried (MgSO4), filtered, and concentrated in vacuo. The residue... The reactants are CCc1cnc(NCCc2csc(SC(C)(C)C(=O)OC(C)(C)C)n2)nc1, CC(C)(C)[O-], CN(C)C=O, ClCc1ccc(-c2ccccc2)nc1, [K+], O. The product is CCc1cnc(N(CCc2csc(SC(C)(C)C(=O)OC(C)(C)C)n2)Cc2ccc(-c3ccccc3)nc2)nc1. As a reaction SMILES: [C:1]([CH3:2])([CH3:3])([CH3:4])[O:5][C:6]([C:7]([CH3:8])([CH3:9])[S:10][c:11]1[s:12][cH:13][c:14]([CH2:16][CH2:17][NH:18][c:19]2[n:20][cH:21][c:22]([CH2:25][CH3:26])[cH:23][n:24]2)[n:15]1)=[O:27].[CH3:42][C:43]([CH3:44])([O-:45])[CH3:46].[CH3:49][N:50]([CH3:51])[CH:52]=[O:53].[Cl:28][CH2:29][c:30]1[cH:31][cH:32][c:33](-[c:36]2[cH:37][cH:38][cH:39][cH:40][cH:41]2)[n:34][cH:35]1.[K+:47].[OH2:48]>>[C:1]([CH3:2])([CH3:3])([CH3:4])[O:5][C:6]([C:7]([CH3:8])([CH3:9])[S:10][c:11]1[s:12][cH:13][c:14]([CH2:16][CH2:17][N:18]([c:19]2[n:20][cH:21][c:22]([CH2:25][CH3:26])[cH:23][n:24]2)[CH2:29][c:30]2[cH:31][cH:32][c:33](-[c:36]3[cH:37][cH:38][cH:39][cH:40][cH:41]3)[n:34][cH:35]2)[n:15]1)=[O:27]. Starting materials: COC1=C(C(=CC=C1)OC)C1CC(C(N1CC1=CC=C(C=C1)OC(F)(F)F)=O)=O (5-(2,6-dimethoxyphenyl)-1-(4-(trifluoromethoxy)-benzyl)pyrrolidine-2,3-dione), [Li]CCCC (n-BuLi), [NH4+].[Cl-] (NH4Cl). Reagents/catalysts: [Br-].C[P+](C1=CC=CC=C1)(C1=CC=CC=C1)C1=CC=CC=C1 (methyltriphenylphosphonium bromide). Run in C1CCOC1 (THF), C1CCOC1 (THF). Run at temperature 0 celsius, time 30 minute. Yields the product COC1=C(C(=CC=C1)OC)C1CC(C(N1CC1=CC=C(C=C1)OC(F)(F)F)=O)=C (rac-(S*)-5-(2,6-dimethoxyphenyl)-3-methylene-1-(4-(trifluoromethoxy)benzyl)pyrrolidin-2-one). RXN SMILES: [Li][CH2:2]CCC.[CH3:6][O:7][C:8]1[CH:13]=[CH:12][CH:11]=[C:10]([O:14][CH3:15])[C:9]=1[CH:16]1[N:20]([CH2:21][C:22]2[CH:27]=[CH:26][C:25]([O:28][C:29]([F:32])([F:31])[F:30])=[CH:24][CH:23]=2)[C:19](=[O:33])[C:18](=O)[CH2:17]1.[NH4+].[Cl-]>[Br-].C[P+](C1C=CC=CC=1)(C1C=CC=CC=1)C1C=CC=CC=1.C1COCC1>[CH3:6][O:7][C:8]1[CH:13]=[CH:12][CH:11]=[C:10]([O:14][CH3:15])[C:9]=1[CH:16]1[N:20]([CH2:21][C:22]2[CH:27]=[CH:26][C:25]([O:28][C:29]([F:30])([F:32])[F:31])=[CH:24][CH:23]=2)[C:19](=[O:33])[C:18](=[CH2:2])[CH2:17]1 |f:2.3,4.5|. Procedure: A cooled (−78° C.) mixture of methyltriphenylphosphonium bromide (754 mg; 2.11 mmol) in anh. THF (6 ml) was treated dropwise with a solution of n-BuLi (1.6 M in hexanes; 1.32 ml; 2.11 mmol). Stirring was then continued at rt, under nitrogen, for 30 min. The resulting mixture was then cooled to 0° C., and treated with a solution of 5-(2,6-dimethoxyphenyl)-1-(4-(trifluoromethoxy)-benzyl)pyrrolidine-2,3-dione (800 mg; 1.95 mmol) in anh. THF (4 ml). Stirring was continued at 0° C. for 25 min., and a... Starting materials: [OH-].[K+] (potassium hydroxide), C(C)(=O)OC1=CC2=CC=CC=C2C=C1S(=O)CCCCCCCCCCCCCCCCCC (3-octadecanesulfinyl-2-naphthyl acetate), Cl (hydrochloric acid). Solvent: C(C)O (ethanol). Conditions: time 1.5 hour. The product is C(CCCCCCCCCCCCCCCCC)S(=O)C=1C(=CC2=CC=CC=C2C1)O (3-Octadecanesulfinyl-2-naphthol). Yield: 75.0%. As a reaction SMILES: [OH-].[K+].C([O:6][C:7]1[C:16]([S:17]([CH2:19][CH2:20][CH2:21][CH2:22][CH2:23][CH2:24][CH2:25][CH2:26][CH2:27][CH2:28][CH2:29][CH2:30][CH2:31][CH2:32][CH2:33][CH2:34][CH2:35][CH3:36])=[O:18])=[CH:15][C:14]2[C:9](=[CH:10][CH:11]=[CH:12][CH:13]=2)[CH:8]=1)(=O)C.Cl>C(O)C>[CH2:19]([S:17]([C:16]1[C:7]([OH:6])=[CH:8][C:9]2[C:14]([CH:15]=1)=[CH:13][CH:12]=[CH:11][CH:10]=2)=[O:18])[CH2:20][CH2:21][CH2:22][CH2:23][CH2:24][CH2:25][CH2:26][CH2:27][CH2:28][CH2:29][CH2:30][CH2:31][CH2:32][CH2:33][CH2:34][CH2:35][CH3:36] |f:0.1|. Procedure: To a solution of 25 g potassium hydroxide in 500 ml ethanol was added 25 g (0.051 mole) 3-octadecanesulfinyl-2-naphthyl acetate. The mixture was stirred at room temperature in a nitrogen atmosphere for 1.5 hr. then acidified with 5% hydrochloric acid. The solid was collected, dried, and recrystallized from hexane-ethyl acetate to give 17 g of light pink solid, m.p. 107°-108° C. The reactants are OC=1C=C(C=O)C=CC1 (3-hydroxybenzaldehyde), BrC(C(=O)OC)C (methyl 2-bromopropionate), C([O-])([O-])=O.[K+].[K+] (potassium carbonate). The solvent is CN(C=O)C (N,N-dimethylformamide). Product: C(=O)C=1C=C(OC(C(=O)OC)C)C=CC1 (methyl 2-(3-formylphenoxy)propionate). The yield is 94.4%. Reaction SMILES: [OH:1][C:2]1[CH:3]=[C:4]([CH:7]=[CH:8][CH:9]=1)[CH:5]=[O:6].Br[CH:11]([CH3:16])[C:12]([O:14][CH3:15])=[O:13].C(=O)([O-])[O-].[K+].[K+]>CN(C)C=O>[CH:5]([C:4]1[CH:3]=[C:2]([CH:9]=[CH:8][CH:7]=1)[O:1][CH:11]([CH3:16])[C:12]([O:14][CH3:15])=[O:13])=[O:6] |f:2.3.4|. Procedure: By the method of Example 1, Step H, 10.0 g (0.0819 mole) of 3-hydroxybenzaldehyde and 16.0 g (0.0982 mole) of methyl 2-bromopropionate were reacted in the presence of 13.6 g (0.0983 mole) of anhydrous potassium carbonate in 50 mL of N,N-dimethylformamide, yielding 16.1 g of methyl 2-(3-formylphenoxy)propionate as an orange liquid. The NMR and IR spectra were consistent with the proposed structure. Starting materials: O1CCCC1 (tetrahydrofuran), C1(CCCCCC1)N1CCN(CC1)C(=O)OC\1C(CCC(CC(=O)OC(C(/C=C1)C)\C(=C\C=C\C(CC1C(C(C(CC)O)C)O1)(C)O)\C)O)(C)OC(C)OCC ((8E,12E,14E)-7-{(4-cycloheptylpiperazin-1-yl)carbonyl}oxy-6-(1-ethoxyethoxy)-3,16,21-trihydroxy-6,10,12,16,20-pentamethyl-18,19-epoxytricosa-8,12,14-trien-11-olide), C([O-])(O)=O.[Na+] (sodium bicarbonate), C1(=CC=C(C=C1)S(=O)(=O)[O-])C.[NH+]1=CC=CC=C1 (pyridinium p-toluenesulfonate). Run in COC(C)(C)C.O1CCCC1 (t-butyl methyl ether tetrahydrofuran), C(C)(C)(C)O (t-butanol), COC(C)(C)C (t-butyl methyl ether). Run at time 3 hour. Yields the product C1(CCCCCC1)N1CCN(CC1)C(=O)OC\1C(CCC(CC(=O)OC(C(/C=C1)C)\C(=C\C=C\C(CC1C(C(C(CC)O)C)O1)(C)O)\C)O)(C)O ((8E,12E,14E)-7-{(4-cycloheptylpiperazin-1-yl)carbonyl}oxy-3,6,16,21-tetrahydroxy-6,10,12,16,20-pentamethyl-18,19-epoxytricosa-8,12,14-trien-11-olide). Reaction SMILES: O1CCCC1.[CH:6]1([N:13]2[CH2:18][CH2:17][N:16]([C:19]([O:21][CH:22]3[C:23]([O:56]C(OCC)C)([CH3:55])[CH2:24][CH2:25][CH:26]([OH:54])[CH2:27][C:28]([O:30][CH:31](/[C:36](/[CH3:53])=[CH:37]/[CH:38]=[CH:39]/[C:40]([OH:52])([CH3:51])[CH2:41][CH:42]4[O:50][CH:43]4[CH:44]([CH3:49])[CH:45]([OH:48])[CH2:46][CH3:47])[CH:32]([CH3:35])[CH:33]=[CH:34]3)=[O:29])=[O:20])[CH2:15][CH2:14]2)[CH2:12][CH2:11][CH2:10][CH2:9][CH2:8][CH2:7]1.C1(C)C=CC(S([O-])(=O)=O)=CC=1.[NH+]1C=CC=CC=1.C(=O)(O)[O-].[Na+]>COC(C)(C)C.COC(C)(C)C.O1CCCC1.C(O)(C)(C)C>[CH:6]1([N:13]2[CH2:18][CH2:17][N:16]([C:19]([O:21][CH:22]3[C:23]([OH:56])([CH3:55])[CH2:24][CH2:25][CH:26]([OH:54])[CH2:27][C:28]([O:30][CH:31](/[C:36](/[CH3:53])=[CH:37]/[CH:38]=[CH:39]/[C:40]([OH:52])([CH3:51])[CH2:41][CH:42]4[O:50][CH:43]4[CH:44]([CH3:49])[CH:45]([OH:48])[CH2:46][CH3:47])[CH:32]([CH3:35])[CH:33]=[CH:34]3)=[O:29])=[O:20])[CH2:15][CH2:14]2)[CH2:7][CH2:8][CH2:9][CH2:10][CH2:11][CH2:12]1 |f:2.3,4.5,7.8|. Procedure: At an outside temperature of 25° C., tetrahydrofuran (145 mL) and t-butanol (62.1 mL) were added to a t-butyl methyl ether/tetrahydrofuran solution of the (8E,12E,14E)-7-{(4-cycloheptylpiperazin-1-yl)carbonyl}oxy-6-(1-ethoxyethoxy)-3,16,21-trihydroxy-6,10,12,16,20-pentamethyl-18,19-epoxytricosa-8,12,14-trien-11-olide obtained in Example 5, following which 11.8 g (46.9 mmol) of pyridinium p-toluenesulfonate was added and stirring was carried out for 3 hours. Next, t-butyl methyl ether (104 mL) an... Conditions: temperature 50 celsius, time 1 hour. Run in O (H2O). Procedure details: Loracarbef ethanolate (5.0 g, 86.2%, potency as loracarbef), from above was suspended in 70 ml of H2O, and the slurry was heated to 50° C. The slurry became very thick which indicated conversion to the monohydrate. The slurry was stirred at 50° C. for 1 hour, filtered, washed with H2O and dried under vacuum at 40° C. The actual yield of loracarbef monohydrate was 3.06 g, 102.8% potency as loracarbef monohydrate, the theoretical yield was 4.53 g, and the percent yield was 69.3%. RXN SMILES: [CH:1]1[CH:2]=[CH:3][C:4]([C@@H:7]([NH2:24])[C:8]([NH:10][C@@H:11]2[C:18](=[O:19])[N:17]3[C@@H:12]2[CH2:13][CH2:14][C:15]([Cl:23])=[C:16]3[C:20]([OH:22])=[O:21])=[O:9])=[CH:5][CH:6]=1.C([O-])C>O>[CH:1]1[CH:2]=[CH:3][C:4]([C@@H:7]([NH2:24])[C:8]([NH:10][C@@H:11]2[C:18](=[O:19])[N:17]3[C@@H:12]2[CH2:13][CH2:14][C:15]([Cl:23])=[C:16]3[C:20]([OH:22])=[O:21])=[O:9])=[CH:5][CH:6]=1 |f:0.1|. The product is C=1C=CC(=CC1)[C@H](C(=O)N[C@H]2[C@H]3CCC(=C(N3C2=O)C(=O)O)Cl)N (Loracarbef). Starting materials: C=1C=CC(=CC1)[C@H](C(=O)N[C@H]2[C@H]3CCC(=C(N3C2=O)C(=O)O)Cl)N.C(C)[O-] (Loracarbef ethanolate), monohydrate.